From a dataset of the Open Reaction Database (ORD), a public repository of structured organic reaction records. describe an organic reaction: reactants, conditions, products, and yield Starting materials: NC1=CC2=C(NC(=NS2(=O)=O)C=2C(N(C3=NC=CC=C3C2O)CCC(C)C)=O)C=C1 (3-(7-amino-1,1-dioxido-4H-1,2,4-benzothiadiazin-3-yl)-4-hydroxy-1-(3-methylbutyl)-1,8-naphthyridin-2(1H)-one), ClC1=C(C=CC=C1)S(=O)(=O)Cl (2-chlorobenzenesulfonyl chloride). Solvent: N1=CC=CC=C1 (pyridine). Run at temperature 120 celsius. The product is ClC1=C(C=CC=C1)S(=O)(=O)NC1=CC2=C(NC(=NS2(=O)=O)C=2C(N(C3=NC=CC=C3C2O)CCC(C)C)=O)C=C1 (2-chloro-N-{3-[4-hydroxy-1-(3-methylbutyl)-2-oxo-1,2-dihydro-1,8-naphthyridin-3-yl]-1,1-dioxido-4H-1,2,4-benzothiadiazin-7-yl}benzenesulfonamide). The yield is 46.5%. Reaction SMILES: [NH2:1][C:2]1[CH:30]=[CH:29][C:5]2[NH:6][C:7]([C:12]3[C:13](=[O:28])[N:14]([CH2:23][CH2:24][CH:25]([CH3:27])[CH3:26])[C:15]4[C:20]([C:21]=3[OH:22])=[CH:19][CH:18]=[CH:17][N:16]=4)=[N:8][S:9](=[O:11])(=[O:10])[C:4]=2[CH:3]=1.[Cl:31][C:32]1[CH:37]=[CH:36][CH:35]=[CH:34][C:33]=1[S:38](Cl)(=[O:40])=[O:39]>N1C=CC=CC=1>[Cl:31][C:32]1[CH:37]=[CH:36][CH:35]=[CH:34][C:33]=1[S:38]([NH:1][C:2]1[CH:30]=[CH:29][C:5]2[NH:6][C:7]([C:12]3[C:13](=[O:28])[N:14]([CH2:23][CH2:24][CH:25]([CH3:27])[CH3:26])[C:15]4[C:20]([C:21]=3[OH:22])=[CH:19][CH:18]=[CH:17][N:16]=4)=[N:8][S:9](=[O:11])(=[O:10])[C:4]=2[CH:3]=1)(=[O:40])=[O:39]. Procedure details: To the product of Example 205 (21.5 g, 0.05 mmol) in pyridine (1 mL) was added 2-chlorobenzenesulfonyl chloride (27 mL, 0.2 mmol). The reaction mixture was heated in a microwave reactor at 120° C. for 120 minutes. The reaction was cooled to 25° C. and concentrated under reduced pressure. The residue was triturated with water (1 mL), filtered, and washed with 1:1 hexane:ethyl acetate. The crude product was purified by chromatography on silica gel eluting with 199:1 dichloromethane:methanol to giv... The reactants are C(=C)(C)C=1C=C2C=CC(=CC2=CC1)C(C(C)C)(O)C=1N=CN(C1)C(C1=CC=CC=C1)(C1=CC=CC=C1)C1=CC=CC=C1 (1-(6-Isopropenylnaphthalen-2-yl)-2-methyl-1-(1-trityl-1H-imidazol-4-yl)-1-propanol). The reagents and catalysts are [C].[Pd] (palladium carbon). The solvent is C1CCOC1.CO (THF methanol). Reaction conditions: time 2 hour. Product: N1C=NC(=C1)C(C(C)C)(O)C1=CC2=CC=C(C=C2C=C1)C(C)C (1-(1H-Imidazol-4-yl)-1-(6-isopropylnaphthalen-2-yl)-2-methyl-1-propanol). Isolated yield 167.4%. Reaction SMILES: [C:1]([C:4]1[CH:5]=[C:6]2[C:11](=[CH:12][CH:13]=1)[CH:10]=[C:9]([C:14]([C:19]1[N:20]=[CH:21][N:22](C(C3C=CC=CC=3)(C3C=CC=CC=3)C3C=CC=CC=3)[CH:23]=1)([OH:18])[CH:15]([CH3:17])[CH3:16])[CH:8]=[CH:7]2)([CH3:3])=[CH2:2]>C1COCC1.CO.[C].[Pd]>[NH:22]1[CH:23]=[C:19]([C:14]([C:9]2[CH:8]=[CH:7][C:6]3[C:11](=[CH:12][CH:13]=[C:4]([CH:1]([CH3:3])[CH3:2])[CH:5]=3)[CH:10]=2)([OH:18])[CH:15]([CH3:17])[CH3:16])[N:20]=[CH:21]1 |f:1.2,3.4|. Procedure: 1-(6-Isopropenylnaphthalen-2-yl)-2-methyl-1-(1-trityl-1H-imidazol-4-yl)-1-propanol (1.70 g) was dissolved in THF-methanol (2:1) (12 ml). To the solution were added 10% palladium carbon (170 mg), and the mixture was stirred at room temperature for 2 h under hydrogen atmosphere. The catalyst was filtered and washed with THF. The filtrate was concentrated and the obtained residue was purified by silica gel chromatography (eluent, hexane:THF=1:1). Crystallization from isopropyl ether-hexane gave the... As a reaction SMILES: C(O)=O.[F:4][C:5]1[CH:14]=[C:13]2[C:8]([C:9](=[O:15])[NH:10][CH:11]=[N:12]2)=[CH:7][C:6]=1[S:16][CH3:17].Br[CH2:19][C:20](=[O:36])[CH2:21][C@H:22]1[C@H:27]([O:28][CH3:29])[CH2:26][CH2:25][CH2:24][N:23]1[C:30]([O:32][CH2:33][CH:34]=[CH2:35])=[O:31]>>[F:4][C:5]1[CH:14]=[C:13]2[C:8]([C:9](=[O:15])[N:10]([CH2:19][C:20](=[O:36])[CH2:21][C@H:22]3[C@H:27]([O:28][CH3:29])[CH2:26][CH2:25][CH2:24][N:23]3[C:30]([O:32][CH2:33][CH:34]=[CH2:35])=[O:31])[CH:11]=[N:12]2)=[CH:7][C:6]=1[S:16][CH3:17] |f:0.1|. Starting materials: C(=O)O.FC1=C(C=C2C(NC=NC2=C1)=O)SC (7-fluoro-6-methylthioquinazolin-4(3H)-one formic acid salt), BrCC(C[C@@H]1N(CCC[C@H]1OC)C(=O)OCC=C)=O (allyl trans-2-(3-bromo-2-oxopropyl)-3-methoxy-1-piperidinecarboxylate). Procedure: In the manner of Example 4, 0.462 g (0.0018 mol) of 7-fluoro-6-methylthioquinazolin-4(3H)-one formic acid salt and 0.750 g (0.00224 mol) of allyl trans-2-(3-bromo-2-oxopropyl)-3-methoxy-1-piperidinecarboxylate were converted into the title compound: yield 0.50 g (60%). 1H-NMR(CDCl3) 1.4-2.1 ppm (multiplet, 4H, OCHCH2CH2CH2N), 2.6 (singlet, 3H, SCH3), 2.8-3.4 (multiplet, 4H, NCH2, COCH2CH), 3.4 (singlet 3H, OCH3), 4.0 (broad singlet, 1H, CHNCO), 4.6 (doublet, 2H, CH2CH=CH2), 5.0 (singlet, 2H, NCH... Product: FC1=C(C=C2C(N(C=NC2=C1)CC(C[C@@H]1N(CCC[C@H]1OC)C(=O)OCC=C)=O)=O)SC (Allyl trans-2-[3-(7-Fluoro-6-methylthioquinazolin-4(3H)-on-3-yl)-2-oxopropyl]-3-methoxy-1-piperidinecarboxylate). Reactants: ClC=1C=C(C=CC1)[C@H]1OC1 ((R)-2-(3-chlorophenyl)oxirane), C[Si](C)(C)[N-][Si](C)(C)C.[Na+] (NaHMDS), O (water). Run in C1CCOC1 (THF). Conditions: time 8 hour. The product is NC[C@H](O)C1=CC(=CC=C1)Cl ((R)-2-amino-1-(3-chlorophenyl)ethanol). Reaction SMILES: [Cl:1][C:2]1[CH:3]=[C:4]([C@@H:8]2[CH2:10][O:9]2)[CH:5]=[CH:6][CH:7]=1.C[Si]([N-:15][Si](C)(C)C)(C)C.[Na+].O>C1COCC1>[NH2:15][CH2:10][C@@H:8]([C:4]1[CH:5]=[CH:6][CH:7]=[C:2]([Cl:1])[CH:3]=1)[OH:9] |f:1.2|. Procedure details: To a solution of (R)-2-(3-chlorophenyl)oxirane (13 g, 84 mmol) in THF (84 mL) was added NaHMDS (1 M in THF) (252 mL, 252 mmol) slowly at 0° C. The reaction mixture was warmed up to room temperature and stirred for overnight. To the reaction mixture, water (33 mL, 2.5 mL/g) added. After stirring for 5 h at room temperature, solvent was removed in vacuo to about ¼ and partitioned by DCM. The bottom layer is a little cloudy and the top layer was a brown solution. Both layers were concentrated, whic... Starting materials: CC(C)(C)[Si](C)(C)OC(CCCC(=O)N1C(=O)OCC1c1ccccc1)c1ccc(F)cc1, O=C(O)C(O)C(O)C(=O)O, ClCCl, C[Si](C)(C)Cl, CC(=O)O, CCN(C(C)C)C(C)C, [Cl-], [Cl-], [Cl-], [Cl-], N#Cc1cccc(C=Nc2ccc(F)cc2)c1, [Na+], O=S([O-])O, [Ti+4]. Yields the product CC(C)(C)[Si](C)(C)OC(CCC(C(=O)N1C(=O)OCC1c1ccccc1)C(Nc1ccc(F)cc1)c1cccc(C#N)c1)c1ccc(F)cc1. RXN SMILES: [C:10]([CH3:11])([CH3:12])([CH3:13])[Si:14]([O:15][CH:16]([CH2:17][CH2:18][CH2:19][C:20](=[O:21])[N:22]1[C:23](=[O:33])[O:24][CH2:25][CH:26]1[c:27]1[cH:28][cH:29][cH:30][cH:31][cH:32]1)[c:34]1[cH:35][cH:36][c:37]([F:40])[cH:38][cH:39]1)([CH3:41])[CH3:42].[C:65]([OH:66])(=[O:67])[CH:68]([CH:69]([C:70]([OH:71])=[O:72])[OH:73])[OH:74].[CH2:80]([Cl:81])[Cl:82].[CH3:60][Si:61]([Cl:62])([CH3:63])[CH3:64].[CH3:88][C:89](=[O:90])[OH:91].[CH:1]([N:2]([CH:3]([CH3:4])[CH3:5])[CH2:6][CH3:7])([CH3:8])[CH3:9].[Cl-:83].[Cl-:84].[Cl-:85].[Cl-:86].[F:43][c:44]1[cH:45][cH:46][c:47]([N:50]=[CH:51][c:52]2[cH:53][c:54]([C:55]#[N:56])[cH:57][cH:58][cH:59]2)[cH:48][cH:49]1.[Na+:79].[S:75]([O-:76])([OH:77])=[O:78].[Ti+4:87]>>[C:10]([CH3:11])([CH3:12])([CH3:13])[Si:14]([O:15][CH:16]([CH2:17][CH2:18][CH:19]([C:20](=[O:21])[N:22]1[C:23](=[O:33])[O:24][CH2:25][CH:26]1[c:27]1[cH:28][cH:29][cH:30][cH:31][cH:32]1)[CH:51]([NH:50][c:47]1[cH:46][cH:45][c:44]([F:43])[cH:49][cH:48]1)[c:52]1[cH:53][c:54]([C:55]#[N:56])[cH:57][cH:58][cH:59]1)[c:34]1[cH:35][cH:36][c:37]([F:40])[cH:38][cH:39]1)([CH3:41])[CH3:42]. The reactants are [Br-], CC(=O)c1cccc(Br)n1, C[Mg+], CCOCC, O. The product is CC(C)(O)c1cccc(Br)n1. Reaction SMILES: [Br-:11].[Br:1][c:2]1[cH:3][cH:4][cH:5][c:6]([C:8]([CH3:9])=[O:10])[n:7]1.[CH3:12][Mg+:13].[CH3:15][CH2:16][O:17][CH2:18][CH3:19].[OH2:14]>>[Br:1][c:2]1[cH:3][cH:4][cH:5][c:6]([C:8]([CH3:9])([OH:10])[CH3:12])[n:7]1.